From a dataset of the Open Reaction Database (ORD), a public repository of structured organic reaction records. describe an organic reaction: reactants, conditions, products, and yield The reactants are FC=1C(=C2C=CC(NC2=CC1)C)CO (1,2-dihydro-6-fluoro-5-hydroxymethylquinaldine). The reagents and catalysts are [Pt] (platinum on charcoal), [Pt] (platinum on charcoal), [Pd] (palladium on charcoal). Solvent: C(C)O (ethanol), C(C)O (ethanol), Cl (hydrochloric acid). Run at time 16 hour. Yields the product FC=1C(=C2CCC(NC2=CC1)C)C (6-fluoro-5-methyl-1,2,3,4-tetrahydroquinaldine). RXN SMILES: [F:1][C:2]1[C:3]([CH2:13]O)=[C:4]2[C:9](=[CH:10][CH:11]=1)[NH:8][CH:7]([CH3:12])[CH:6]=[CH:5]2>C(O)C.Cl.[Pt].[Pd]>[F:1][C:2]1[C:3]([CH3:13])=[C:4]2[C:9](=[CH:10][CH:11]=1)[NH:8][CH:7]([CH3:12])[CH2:6][CH2:5]2. Reported procedure: A solid which was chiefly 1,2-dihydro-6-fluoro-5-hydroxymethylquinaldine (13.2 g) prepared according to Example 2 was dissolved in 300 ml of ethanol and 10 ml of concentrated hydrochloric acid. To this solution was added 1 g of 5% platinum on charcoal and 3 g of 5% palladium on charcoal. The solution was hydrogenated at 50 psi at about 20° C. on a Paar apparatus. After absorption of about 12 psi of hydrogen (the theoretical amount needed), the solution was filtered and the solvent was removed by... Reactants: CCN=C=NCCCN(C)C, CC(=O)O, CN(C)c1ccncc1, ClCCl, Cl, C=Cc1ccc2ncn(-c3ccc4c(c3)CCN4)c2n1. Yields the product C=Cc1ccc2ncn(-c3ccc4c(c3)CCN4C(C)=O)c2n1. RXN SMILES: [CH2:26]([N:27]=[C:28]=[N:29][CH2:30][CH2:31][CH2:32][N:33]([CH3:34])[CH3:35])[CH3:36].[CH3:21][C:22]([OH:23])=[O:24].[CH3:37][N:38]([CH3:39])[c:40]1[cH:41][cH:42][n:43][cH:44][cH:45]1.[Cl:46][CH2:47][Cl:48].[ClH:25].[NH:1]1[CH2:2][CH2:3][c:4]2[cH:5][c:6](-[n:10]3[cH:11][n:12][c:13]4[c:14]3[n:15][c:16]([CH:19]=[CH2:20])[cH:17][cH:18]4)[cH:7][cH:8][c:9]21>>[N:1]1([C:22]([CH3:21])=[O:23])[CH2:2][CH2:3][c:4]2[cH:5][c:6](-[n:10]3[cH:11][n:12][c:13]4[c:14]3[n:15][c:16]([CH:19]=[CH2:20])[cH:17][cH:18]4)[cH:7][cH:8][c:9]21. Reaction SMILES: [C:1](#[N:2])[C:3]1=[CH:4][CH:5]2[CH2:6][CH2:7][CH:8]([CH2:9]1)[N:10]2[CH2:11][C:12]([F:13])([F:14])[F:15].[CH3:17][O-:18].[CH3:20][O-:21].[CH3:29][OH:30].[K+:22].[Mg+2:19].[Mg:16].[OH2:28].[OH:23][P:24](=[O:25])([O-:26])[OH:27]>>[C:1](#[N:2])[CH:3]1[CH2:4][CH:5]2[CH2:6][CH2:7][CH:8]([CH2:9]1)[N:10]2[CH2:11][C:12]([F:13])([F:14])[F:15]. Yields the product N#CC1CC2CCC(C1)N2CC(F)(F)F. Reactants: N#CC1=CC2CCC(C1)N2CC(F)(F)F, C[O-], C[O-], CO, [K+], [Mg+2], [Mg], O, O=P([O-])(O)O. The reactants are C(C)(C)(C)OC(=O)N1C[C@@H](CC1)[C@H](C1CCOCC1)O ((R)-3-[(S)—Hydroxy(tetrahydropyran-4-yl)methyl]pyrrolidine-1-carboxylic acid t-butyl ester), ClC1=C(C(=CC=C1)F)Cl (1,2-Dichloro-3-fluorobenzene), CCO (EtOH), [H-].[Na+] (NaH). The solvent is CN(C)C=O (DMF), Cl (HCl). Run at time 15 minute. The product is ClC1=C(O[C@H]([C@H]2CNCC2)C2CCOCC2)C=CC=C1Cl ((R)-3-[(S)-(2,3-Dichlorophenoxy)(tetrahydropyran-4-yl)-methyl]pyrrolidine), mono-TFA. RXN SMILES: C(OC([N:8]1[CH2:12][CH2:11][C@@H:10]([C@@H:13]([OH:20])[CH:14]2[CH2:19][CH2:18][O:17][CH2:16][CH2:15]2)[CH2:9]1)=O)(C)(C)C.[H-].[Na+].[Cl:23][C:24]1[CH:29]=[CH:28][CH:27]=[C:26](F)[C:25]=1[Cl:31].CCO>CN(C=O)C.Cl>[Cl:23][C:24]1[C:25]([Cl:31])=[CH:26][CH:27]=[CH:28][C:29]=1[O:20][C@@H:13]([CH:14]1[CH2:15][CH2:16][O:17][CH2:18][CH2:19]1)[C@@H:10]1[CH2:11][CH2:12][NH:8][CH2:9]1 |f:1.2|. Procedure details: (R)-3-[(S)—Hydroxy(tetrahydropyran-4-yl)methyl]pyrrolidine-1-carboxylic acid t-butyl ester (30 mg, 0.1 mmol) was dissolved in DMF (380 μL). NaH (3.0 mg, 126 μmol) was added and the mixture was stirred at room temperature for 15 minutes. 1,2-Dichloro-3-fluorobenzene (34.7 mg, 210 μmol) was added and the mixture was stirred at 100° C. overnight. The mixture was concentrated then dissolved in 1.2M HCl in EtOH (510 μL, 610 μmol) and stirred overnight. The product was concentrated and purified by pre... Starting materials: O (Water), C(C)(=O)O.C(=N)N (Formamidine acetate), CC(C(CC(=O)OC)=O)(C)C (methyl 4,4-dimethyl-3-oxopentanoate), C[O-].[Na+] (sodium methoxide). Run in C(C)(=O)O (acetic acid), CO (methanol). Conditions: time 18 hour. Yields the product CC(C)(C)C1=CC(=NC=N1)O (6-(1,1-dimethylethyl)-4-pyrimidinol). Yield: 57.5%. Reaction SMILES: C(O)(=O)C.[CH:5]([NH2:7])=[NH:6].[CH3:8][C:9]([CH3:18])([CH3:17])[C:10](=O)[CH2:11][C:12](OC)=[O:13].C[O-].[Na+].O>CO.C(O)(=O)C>[CH3:8][C:9]([C:10]1[N:7]=[CH:5][N:6]=[C:12]([OH:13])[CH:11]=1)([CH3:18])[CH3:17] |f:0.1,3.4|. Reported procedure: Formamidine acetate (2.172 g, 20.86 mmol) and methyl 4,4-dimethyl-3-oxopentanoate (3.0 g, 18.96 mmol) were added to a mixture of sodium methoxide (2.203 g, 40.8 mmol) in methanol (20 mL) and the resulting mixture was stirred at room temperature under argon for 18 hours. Water (5 mL) and acetic acid (2.2 mL) were added and the solvent was removed under reduced pressure. The residue was diluted with water and extracted with ethyl acetate (×3). The ethyl acetate layers were combined, dried under ma... The reactants are ClC1=CC(=CC=C1)C(=O)OO (m-chloroperbenzoic acid), FC1=C(CS(=O)C2=NOC(C2)(C)CC)C(=CC=C1)F (3-(2,6-difluorobenzylsulfinyl)-5-ethyl-5-methyl-2-isoxazoline), O (water). Solvent: C(Cl)(Cl)Cl (chloroform). Run at time 1 hour. The product is FC1=C(CS(=O)(=O)C2=NOC(C2)(C)CC)C(=CC=C1)F (3-(2,6-difluorobenzylsulfonyl)-5-ethyl-5-methyl-2-isoxazoline). The yield is 70.6%. RXN SMILES: ClC1C=CC=C(C(OO)=[O:9])C=1.[F:12][C:13]1[CH:29]=[CH:28][CH:27]=[C:26]([F:30])[C:14]=1[CH2:15][S:16]([C:18]1[CH2:22][C:21]([CH2:24][CH3:25])([CH3:23])[O:20][N:19]=1)=[O:17].O>C(Cl)(Cl)Cl>[F:12][C:13]1[CH:29]=[CH:28][CH:27]=[C:26]([F:30])[C:14]=1[CH2:15][S:16]([C:18]1[CH2:22][C:21]([CH2:24][CH3:25])([CH3:23])[O:20][N:19]=1)(=[O:9])=[O:17]. Reported procedure: 1.0 g of m-chloroperbenzoic acid (purity: 70%, 4.1 mmoles) was added, with ice-cooling, to a solution of 0.8 g (2.8 mmoles) of 3-(2,6-difluorobenzylsulfinyl)-5-ethyl-5-methyl-2-isoxazoline dissolved in 50 ml of chloroform. The mixture was stirred for 1 hour and then at room temperature for 12 hours to give rise to a reaction. After the completion of the reaction. the reaction mixture was poured into water, followed by extraction with chloroform. The resulting organic layer was washed with an aqu...